From a dataset of the Open Reaction Database (ORD), a public repository of structured organic reaction records. describe an organic reaction: reactants, conditions, products, and yield Reactants: O=C(n1ccnc1)n1ccnc1, C1CCOC1, NCCCCNC(c1ccccc1)c1ccccc1, O=C(O)C=Cc1cccnc1. Yields the product O=C(C=Cc1cccnc1)NCCCCNC(c1ccccc1)c1ccccc1. As a reaction SMILES: [C:12]([n:13]1[cH:14][cH:15][n:16][cH:17]1)([n:18]1[cH:19][cH:20][n:21][cH:22]1)=[O:23].[CH2:43]1[O:44][CH2:45][CH2:46][CH2:47]1.[CH:24]([c:25]1[cH:26][cH:27][cH:28][cH:29][cH:30]1)([c:31]1[cH:32][cH:33][cH:34][cH:35][cH:36]1)[NH:37][CH2:38][CH2:39][CH2:40][CH2:41][NH2:42].[n:1]1[cH:2][c:3]([CH:7]=[CH:8][C:9](=[O:10])[OH:11])[cH:4][cH:5][cH:6]1>>[n:1]1[cH:2][c:3]([CH:7]=[CH:8][C:9](=[O:11])[NH:42][CH2:41][CH2:40][CH2:39][CH2:38][NH:37][CH:24]([c:25]2[cH:26][cH:27][cH:28][cH:29][cH:30]2)[c:31]2[cH:32][cH:33][cH:34][cH:35][cH:36]2)[cH:4][cH:5][cH:6]1. Reactants: C(C)(C)(C)C1=C(C=C(C=C1)CC[C@H](CCCCC1CCCCC1)OCOC)NC(CC1C2=CC=CC=C2OC=2C=CC=CC12)=O ((S)-N-{2-t-butyl-5-[7-cyclohexyl-3-(methoxymethoxy)heptyl]phenyl}-2-(9H-xanthen-9-yl)acetamide), solution, Cl (hydrogen chloride). The solvent is O1CCOCC1 (dioxane). Conditions: time 30 minute. The product is C(C)(C)(C)C1=C(C=C(C=C1)CC[C@H](CCCCC1CCCCC1)O)NC(CC1C2=CC=CC=C2OC=2C=CC=CC12)=O ((S)-N-[2-t-Butyl-5-(7-cyclohexyl-3-hydroxyheptyl)phenyl]-2-(9H-xanthen-9-yl)acetamide). Yield: 80.9%. Reaction SMILES: [C:1]([C:5]1[CH:10]=[CH:9][C:8]([CH2:11][CH2:12][C@@H:13]([O:24]COC)[CH2:14][CH2:15][CH2:16][CH2:17][CH:18]2[CH2:23][CH2:22][CH2:21][CH2:20][CH2:19]2)=[CH:7][C:6]=1[NH:28][C:29](=[O:45])[CH2:30][CH:31]1[C:44]2[CH:43]=[CH:42][CH:41]=[CH:40][C:39]=2[O:38][C:37]2[C:32]1=[CH:33][CH:34]=[CH:35][CH:36]=2)([CH3:4])([CH3:3])[CH3:2].Cl>O1CCOCC1>[C:1]([C:5]1[CH:10]=[CH:9][C:8]([CH2:11][CH2:12][C@@H:13]([OH:24])[CH2:14][CH2:15][CH2:16][CH2:17][CH:18]2[CH2:19][CH2:20][CH2:21][CH2:22][CH2:23]2)=[CH:7][C:6]=1[NH:28][C:29](=[O:45])[CH2:30][CH:31]1[C:44]2[CH:43]=[CH:42][CH:41]=[CH:40][C:39]=2[O:38][C:37]2[C:32]1=[CH:33][CH:34]=[CH:35][CH:36]=2)([CH3:4])([CH3:2])[CH3:3]. Procedure details: A mixture of 1.20 g (1.96 mmol) of (S)-N-{2-t-butyl-5-[7-cyclohexyl-3-(methoxymethoxy)heptyl]phenyl}-2-(9H-xanthen-9-yl)acetamide (prepared as described in Preparation 43) in 12 ml of a 4N solution of hydrogen chloride in dioxane was stirred for 30 minutes and then the solvent was removed by distillation under reduced pressure. The pH of the residue was brought to 7 by adding an aqueous solution of sodium hydrogencarbonate, and the resulting mixture was extracted twice with ethyl acetate. The co... The reactants are C(CCCCCCCCC=C)N1C(CCCC1)=O (N-(10-Undecenyl)-2-piperidone), ClCCl (dichloromethane), O (water), aqueous solution, C[N+]1(CCOCC1)[O-] (N-methylmorpholine-N-oxide), potassium osmate dihydrate, O (water). The reagents and catalysts are S(=O)([O-])S(=O)[O-].[Na+].[Na+] (sodium dithionite). Run in CC(=O)C (acetone). Run at time 3 day. Product: OC(CCCCCCCCCN1C(CCCC1)=O)CO (N-(10,11-Dihydroxyundecyl)-2-piperidone). The yield is 93.0%. Reaction SMILES: [CH2:1]([N:12]1[CH2:17][CH2:16][CH2:15][CH2:14][C:13]1=[O:18])[CH2:2][CH2:3][CH2:4][CH2:5][CH2:6][CH2:7][CH2:8][CH2:9][CH:10]=[CH2:11].C[N+]1([O-])CC[O:23]CC1.ClCCl.[OH2:30]>CC(C)=O.S(S([O-])=O)([O-])=O.[Na+].[Na+]>[OH:30][CH:10]([CH2:11][OH:23])[CH2:9][CH2:8][CH2:7][CH2:6][CH2:5][CH2:4][CH2:3][CH2:2][CH2:1][N:12]1[CH2:17][CH2:16][CH2:15][CH2:14][C:13]1=[O:18] |f:5.6.7|. Reported procedure: To a mixture of N-(10-Undecenyl)-2-piperidone (4.00 g, 16 mmol) and a 60% aqueous solution of N-methylmorpholine-N-oxide (5 mL, 29 mmol) in water (10 mL) and acetone (20 mL) was added potassium osmate dihydrate (12 mg, 0.03 mmol). After stirring for 3 days, the mixture was treated with sodium dithionite (100 mg). After 30 minutes, dichloromethane (50 mL) and water (30 mL) were added and the organic layer separated. The aqueous layer was extracted with dichloromethane/10% methanol (2×70 mL). The ... The reactants are O=S(=O)(Cl)c1ccc(CBr)cc1, CNC, CCN(C(C)C)C(C)C, C1CCOC1. Yields the product CN(C)S(=O)(=O)c1ccc(CBr)cc1. Reaction SMILES: [Br:1][CH2:2][c:3]1[cH:4][cH:5][c:6]([S:9](=[O:10])(=[O:11])[Cl:12])[cH:7][cH:8]1.[CH3:13][NH:14][CH3:15].[CH:16]([N:17]([CH2:18][CH3:19])[CH:20]([CH3:21])[CH3:22])([CH3:23])[CH3:24].[O:25]1[CH2:26][CH2:27][CH2:28][CH2:29]1>>[Br:1][CH2:2][c:3]1[cH:4][cH:5][c:6]([S:9](=[O:10])(=[O:11])[N:14]([CH3:13])[CH3:15])[cH:7][cH:8]1. The reactants are C1(CC1)N(C1=C(C(=C(C=C1[N+](=O)[O-])F)N1CCN(CC1)C(=O)OCC)C)C=C(C(=O)OCC)C(=O)OCC (diethyl [N-cyclopropyl-N-[3-(4-ethoxycarbonyl-1-piperazinyl)-2-methyl-4-fluoro-6-nitrophenyl]aminomethylene]malonate), S(O)(O)(=O)=O (sulfuric acid), C([O-])([O-])=O.[K+].[K+] (potassium carbonate), ice water. The solvent is C(C)(=O)OC(C)=O (acetic anhydride). Reaction conditions: time 30 minute. Yields the product C1(CC1)N1C=C(C(C2=CC(=C(C(=C12)C)N1CCN(CC1)C(=O)OCC)F)=O)C(=O)OCC (ethyl 1-cyclopropyl-7-(4-ethoxycarbonyl-1-piperazinyl)-6-fluoro-8-methyl-1,4-dihydro-4-oxoquinoline-3-carboxylate). Yield: 22.9%. Reaction SMILES: [CH:1]1([N:4]([CH:27]=[C:28]([C:34](OCC)=[O:35])[C:29]([O:31][CH2:32][CH3:33])=[O:30])[C:5]2[C:10]([N+]([O-])=O)=[CH:9][C:8]([F:14])=[C:7]([N:15]3[CH2:20][CH2:19][N:18]([C:21]([O:23][CH2:24][CH3:25])=[O:22])[CH2:17][CH2:16]3)[C:6]=2[CH3:26])[CH2:3][CH2:2]1.S(=O)(=O)(O)O.C(=O)([O-])[O-].[K+].[K+]>C(OC(=O)C)(=O)C>[CH:1]1([N:4]2[C:5]3[C:10](=[CH:9][C:8]([F:14])=[C:7]([N:15]4[CH2:16][CH2:17][N:18]([C:21]([O:23][CH2:24][CH3:25])=[O:22])[CH2:19][CH2:20]4)[C:6]=3[CH3:26])[C:34](=[O:35])[C:28]([C:29]([O:31][CH2:32][CH3:33])=[O:30])=[CH:27]2)[CH2:2][CH2:3]1 |f:2.3.4|. Procedure: To a solution of diethyl [N-cyclopropyl-N-[3-(4-ethoxycarbonyl-1-piperazinyl)-2-methyl-4-fluoro-6-nitrophenyl]aminomethylene]malonate (1.0 g) in acetic anhydride (5 ml) is added conc. sulfuric acid (2 ml) with keeping at 50°-70° C. After stirring for 30 minutes, the reaction mixture is poured into ice water, and neutralized with potassium carbonate. The mixture is extracted with ethyl acetate, and the solvent is distilled off, and the resulting residue is purified by silica gel column chromatogr... The reactants are [S-]C#N (thiocyanate), C(C)(=O)OC(C)=O (acetic anhydride). Run in N1=CC=CC=C1 (pyridine), ClCCl (dichloromethane), ClCCl (dichloromethane). Run at time 6 hour. The product is C(C)(=O)OCCSC#N (2-thiocyanatoethyl acetate). RXN SMILES: [S-:1][C:2]#[N:3].[C:4]([O:7][C:8](=O)[CH3:9])(=[O:6])[CH3:5]>N1C=CC=CC=1.ClCCl>[C:4]([O:7][CH2:8][CH2:9][S:1][C:2]#[N:3])(=[O:6])[CH3:5]. Procedure details: A mixture of 2-bromoethanol (7.0 g) and potassium thiocyanate (5.4 g) in methanol (40 ml) was refluxed for 7 hours. After precipitate was filtered off, the filtrate was evaporated under reduced pressure. The residue was suspended in chloroform/methanol (5/1). The precipitate was filtered off. The filtrate was evaporated under reduced pressure to give the thiocyanate (4.4 g). To a mixture of the thiocyanate in pyridine (4.8 ml)/dichloromethane (20 ml) was added acetic anhydride (5.3 ml) in dichlo... Starting materials: [N-]=[N+]=[N-].[Na+] (sodium azide), ice water, C(C1=CC=CC=C1)N1C(=CC=2C(NC=CC21)=O)C (1-Benzyl-2-methyl-1,5-dihydro-pyrrolo[3,2-c]pyridin-4-one), C(C1=CC=CC=C1)N1C(=CC=C1C)C=CC(=O)O (3-(1-Benzyl-5-methyl-1H-pyrrol-2-yl)-acrylic acid), C(C1=CC=CC=C1)N1C(=CC=2C1=NC=CC2OC)C (1-Benzyl-4-methoxy-2-methyl-1H-pyrrolo[2,3-b]pyridine). Solvent: O (H2O), CC(=O)C (acetone), CC(=O)C (acetone), C(C)N(CC)CC (triethylamine). Conditions: temperature 0 celsius, time 4 hour. Yields the product C(C1=CC=CC=C1)N1C(=CC=2C1=NC=CC2OCC(=O)OCC)C (Ethyl 2-(1-benzyl-2-methyl-1H-pyrrolo[2,3-b]pyridin-4-yloxy)acetate). As a reaction SMILES: C(N1C2C=CN[C:12](=[O:17])[C:11]=2C=C1C)C1C=CC=CC=1.C(N1C(C)=CC=C1C=C[C:34](O)=[O:35])C1C=CC=CC=1.[CH2:37]([N:44]1[C:48]2=[N:49][CH:50]=[CH:51][C:52]([O:53][CH3:54])=[C:47]2[CH:46]=[C:45]1[CH3:55])[C:38]1[CH:43]=[CH:42][CH:41]=[CH:40][CH:39]=1.[N-]=[N+]=[N-].[Na+]>CC(C)=O.O.C(N(CC)CC)C>[CH2:37]([N:44]1[C:48]2=[N:49][CH:50]=[CH:51][C:52]([O:53][CH2:54][C:34]([O:17][CH2:12][CH3:11])=[O:35])=[C:47]2[CH:46]=[C:45]1[CH3:55])[C:38]1[CH:39]=[CH:40][CH:41]=[CH:42][CH:43]=1 |f:3.4|. Procedure details: 1-Benzyl-2-methyl-1,5-dihydro-pyrrolo[3,2-c]pyridin-4-one, 9: 3-(1-Benzyl-5-methyl-1H-pyrrol-2-yl)-acrylic acid, 6 (26.72 g, 110.9 mmol) was dissolved in a dry acetone (1050 mL). To the suspension mixture triethylamine (35 mL) was added to form a clear solution. The reaction mixture was cooled to 0° C. and then to the cooled reaction mixture a solution of ethyl chlorofomate (30 mL, 304 mmol) in dry acetone (650 mL) was added dropwise over 1 hour. After addition the reaction mixture was stirred f...